Dataset: the Open Reaction Database (ORD), a public repository of structured organic reaction records. Task: describe an organic reaction: reactants, conditions, products, and yield Reactants: C(C)OC(CC=1SC2=C(N1)C=CC(=C2)Br)=O (6-bromo-benzothiazol-2-yl-acetic acid ethyl ester), [BH4-].[Na+] (NaBH4). Yields the product BrC1=CC2=C(N=C(S2)CCO)C=C1 (2-(6-bromo-benzothiazol-2-yl)-ethanol). Reaction SMILES: C([O:3][C:4](=O)[CH2:5][C:6]1[S:7][C:8]2[CH:14]=[C:13]([Br:15])[CH:12]=[CH:11][C:9]=2[N:10]=1)C.[BH4-].[Na+]>>[Br:15][C:13]1[CH:12]=[CH:11][C:9]2[N:10]=[C:6]([CH2:5][CH2:4][OH:3])[S:7][C:8]=2[CH:14]=1 |f:1.2|. Reported procedure: Compounds of formula (22) can be prepared from 6-bromobenzothiazolone as shown in Scheme 3. 6-Bromobenzothiazolone is heated in the presence of NaOH base to provide a mixture of 2-amino-5-bromothiophenol (15) and its disulfide (16). The mixture is treated with chlorocarbonyl-acetic acid ethyl ester to provide 6-bromo-benzothiazol-2-yl-acetic acid ethyl ester (17) and 7-bromo-3-hydroxy-4H-benzo[1,4]thiazine-2-carboxylic acid ethyl ester (18), which can undergo rearrangement by treatment with zinc... Starting materials: CC(C)(C)OC(=O)N1C=CN(Cc2ccc(-n3ccnc3)cc2)C(=O)C1COCc1ccccc1, CCO. Product: CC(C)(C)OC(=O)N1CCN(Cc2ccc(-n3ccnc3)cc2)C(=O)C1COCc1ccccc1. Reaction SMILES: [CH2:1]([c:2]1[cH:3][cH:4][cH:5][cH:6][cH:7]1)[O:8][CH2:9][CH:10]1[C:11](=[O:35])[N:12]([CH2:23][c:24]2[cH:25][cH:26][c:27](-[n:30]3[cH:31][n:32][cH:33][cH:34]3)[cH:28][cH:29]2)[CH:13]=[CH:14][N:15]1[C:16](=[O:17])[O:18][C:19]([CH3:20])([CH3:21])[CH3:22].[CH3:36][CH2:37][OH:38]>>[CH2:1]([c:2]1[cH:3][cH:4][cH:5][cH:6][cH:7]1)[O:8][CH2:9][CH:10]1[C:11](=[O:35])[N:12]([CH2:23][c:24]2[cH:25][cH:26][c:27](-[n:30]3[cH:31][n:32][cH:33][cH:34]3)[cH:28][cH:29]2)[CH2:13][CH2:14][N:15]1[C:16](=[O:17])[O:18][C:19]([CH3:20])([CH3:21])[CH3:22]. The reactants are CC(=O)O, CO, O=[N+]([O-])c1ccc(OC(F)F)nc1. Yields the product Nc1ccc(OC(F)F)nc1. As a reaction SMILES: [CH3:14][C:15](=[O:16])[OH:17].[CH3:18][OH:19].[F:1][CH:2]([O:3][c:4]1[n:5][cH:6][c:7]([N+:10]([O-:11])=[O:12])[cH:8][cH:9]1)[F:13]>>[F:1][CH:2]([O:3][c:4]1[n:5][cH:6][c:7]([NH2:10])[cH:8][cH:9]1)[F:13].